Dataset: the Open Reaction Database (ORD), a public repository of structured organic reaction records. Task: describe an organic reaction: reactants, conditions, products, and yield The reactants are FC1=CC=C(C=C1)N1N=CC2=CC3=C(C=C12)CCC[C@H]1[C@@]3(CCC(C1)=O)CC1=NC=CC=C1.FC1=CC=C(C=C1)N1N=CC3=CC2=C(C=C13)CCC[C@@H]1[C@]2(CCC(C1)=O)CC1=NC=CC=C1 ((4aS,12bS)-9-(4-Fluorophenyl)-12b-pyridin-2-ylmethyl-1,2,4a,5,6,7,9,12b-octahydro-4H-9,10-diaza-benzo[3,4]cyclohepta[1,2-f]inden-3-one; compound with (4aR,12bR)-9-(4-fluoro-phenyl)-12b-pyridin-2-ylmethyl-1,2,4a,5,6,7,9,12b-octahydro-4H-9,10-diaza-benzo[3,4]cyclohepta[1,2-f]inden-3-one), [H-].[Na+] (sodium hydride), CS(=O)C (DMSO), [I-].C[S+](=O)(C)C (trimethyl sulfoxonium iodide). Solvent: C1CCOC1 (THF), C1CCOC1 (THF). Conditions: temperature 65 celsius, time 5 hour. Yields the product C(C)[C@]12[C@@H](CCCC=3C1=CC=1C=NN(C1C3)C3=CC=C(C=C3)F)C[C@]3(OC3)CC2 ((2′R,4aS,12bS)-12b-ethyl-9-(4-fluorophenyl)-2,4,4a,5,6,7,9,12b-octahydro-1H-spiro[benzo[6,7]cyclohepta[1,2-f]indazole-3,2′-oxirane]). The yield is 50.0%. RXN SMILES: [H-].[Na+].CS(C)=O.[I-].C[S+](C)(C)=O.[F:13][C:14]1[CH:19]=[CH:18][C:17]([N:20]2[C:28]3[C:23](=[CH:24][C:25]4[C@@:33]5([CH2:39][C:40]6C=CC=CN=6)[CH2:34][CH2:35][C:36](=[O:38])[CH2:37][C@H:32]5[CH2:31][CH2:30][CH2:29][C:26]=4[CH:27]=3)[CH:22]=[N:21]2)=[CH:16][CH:15]=1.F[C:47]1C=CC(N2C3C(=CC4[C@]5(CC6C=CC=CN=6)CCC(=O)C[C@@H]5CCCC=4C=3)C=N2)=CC=1>C1COCC1>[CH2:34]([C@:33]12[CH2:39][CH2:40][C@:36]3([CH2:35][O:38]3)[CH2:37][C@@H:32]1[CH2:31][CH2:30][CH2:29][C:26]1[C:25]2=[CH:24][C:23]2[CH:22]=[N:21][N:20]([C:17]3[CH:18]=[CH:19][C:14]([F:13])=[CH:15][CH:16]=3)[C:28]=2[CH:27]=1)[CH3:47] |f:0.1,3.4,5.6|. Procedure details: A mixture of sodium hydride (60 wt % in oil, 0.038 g, 1.594 mmol) and DMSO (5 mL) was heated to about 65° C. for about 30 min then cooled to rt and diluted with THF (2.5 mL). The reaction mixture was cooled in an ice water bath and trimethyl sulfoxonium iodide (0.149 g, 0.68 mmol) was added then stirred for about 15 min. (4aS,12bS)-12b-ethyl-9-(4-fluorophenyl)-1,4,4a,5,6,7,9,12b-octahydrobenzo[6,7]cyclohepta[1,2-f]indazol-3 (2H)-one (10, R1=4-Fluorophenyl, R2=Ethyl) was then added in one portion... Starting materials: C(C)(C)C=1C(NC(NC1OC1=CC(=CC(=C1)C)C)=O)=O (5-Isopropyl-6-(3,5-dimethylphenoxy)-2,4-pyrimidinedione), FC(C=1C=C(CBr)C=C(C1)C(F)(F)F)(F)F (3,5-bis(trifluoromethyl)benzyl bromide). Yields the product FC(C=1C=C(CN2C(NC(C(=C2OC2=CC(=CC(=C2)C)C)C(C)C)=O)=O)C=C(C1)C(F)(F)F)(F)F (1-[3,5-Bis(Trifluoromethyl)benzyl]-5-isopropyl-6-(3,5-dimethylphenoxy)-2,4-pyrimidinedione). Isolated yield 53.2%. Reaction SMILES: [CH:1]([C:4]1[C:5](=[O:20])[NH:6][C:7](=[O:19])[NH:8][C:9]=1[O:10][C:11]1[CH:16]=[C:15]([CH3:17])[CH:14]=[C:13]([CH3:18])[CH:12]=1)([CH3:3])[CH3:2].[F:21][C:22]([F:36])([F:35])[C:23]1[CH:24]=[C:25]([CH:28]=[C:29]([C:31]([F:34])([F:33])[F:32])[CH:30]=1)[CH2:26]Br>>[F:21][C:22]([F:35])([F:36])[C:23]1[CH:24]=[C:25]([CH:28]=[C:29]([C:31]([F:34])([F:32])[F:33])[CH:30]=1)[CH2:26][N:8]1[C:9]([O:10][C:11]2[CH:12]=[C:13]([CH3:18])[CH:14]=[C:15]([CH3:17])[CH:16]=2)=[C:4]([CH:1]([CH3:3])[CH3:2])[C:5](=[O:20])[NH:6][C:7]1=[O:19]. Reported procedure: 5-Isopropyl-6-(3,5-dimethylphenoxy)-2,4-pyrimidinedione and 3,5-bis(trifluoromethyl)benzyl bromide were reacted by the same way with the example 1 to obtain the titled compound (266 mg, yield: 53.2%). The reactants are CC(O)CO[Si](C)(C)C(C)(C)C, CCOC(=O)N=NC(=O)OCC, C1CCOC1, Oc1cccc(C2=NC(c3ccccc3)CO2)c1, c1ccc(P(c2ccccc2)c2ccccc2)cc1. The product is CC(CO[Si](C)(C)C(C)(C)C)Oc1cccc(C2=NC(c3ccccc3)CO2)c1. Reaction SMILES: [C:19]([CH3:20])([CH3:21])([CH3:22])[Si:23]([O:24][CH2:25][CH:26]([CH3:27])[OH:28])([CH3:29])[CH3:30].[O:50]=[C:51]([O:52][CH2:53][CH3:54])[N:55]=[N:56][C:57]([O:58][CH2:59][CH3:60])=[O:61].[O:62]1[CH2:63][CH2:64][CH2:65][CH2:66]1.[OH:1][c:2]1[cH:3][c:4]([C:8]2=[N:12][CH:11]([c:13]3[cH:14][cH:15][cH:16][cH:17][cH:18]3)[CH2:10][O:9]2)[cH:5][cH:6][cH:7]1.[c:31]1([P:32]([c:33]2[cH:34][cH:35][cH:36][cH:37][cH:38]2)[c:39]2[cH:40][cH:41][cH:42][cH:43][cH:44]2)[cH:45][cH:46][cH:47][cH:48][cH:49]1>>[O:1]([c:2]1[cH:3][c:4]([C:8]2=[N:12][CH:11]([c:13]3[cH:14][cH:15][cH:16][cH:17][cH:18]3)[CH2:10][O:9]2)[cH:5][cH:6][cH:7]1)[CH:26]([CH2:25][O:24][Si:23]([C:19]([CH3:20])([CH3:21])[CH3:22])([CH3:29])[CH3:30])[CH3:27].